Dataset: the Open Reaction Database (ORD), a public repository of structured organic reaction records. Task: describe an organic reaction: reactants, conditions, products, and yield The reactants are 40(a), COCOC=1C=C(C=CC1)CCC1=C(C=CC=C1)O (2-[2-(3-methoxymethoxyphenyl)ethyl]phenol), C(C)(C)(C)OC(=O)N1CCC(CC1)CCOS(=O)(=O)C1=CC=C(C=C1)C (1-t-butoxycarbonyl-4-[2-(p-toluenesulfonyloxy) ethyl]piperidine), CC(C)([O-])C.[K+] (potassium t-butoxide). Run in CC(=O)N(C)C (dimethylacetamide). Product: C(C)(C)(C)OC(=O)N1CCC(CC1)CCOC1=C(C=CC=C1)CCC1=CC(=CC=C1)OCOC (1-t-Butoxycarbonyl-4-(2-{2-[2-(3-methoxymethoxyphenyl) ethyl]phenoxy]ethyl)piperidine). Yield: 68.4%. As a reaction SMILES: [CH3:1][O:2][CH2:3][O:4][C:5]1[CH:6]=[C:7]([CH2:11][CH2:12][C:13]2[CH:18]=[CH:17][CH:16]=[CH:15][C:14]=2[OH:19])[CH:8]=[CH:9][CH:10]=1.[C:20]([O:24][C:25]([N:27]1[CH2:32][CH2:31][CH:30]([CH2:33][CH2:34]OS(C2C=CC(C)=CC=2)(=O)=O)[CH2:29][CH2:28]1)=[O:26])([CH3:23])([CH3:22])[CH3:21].CC(C)([O-])C.[K+]>CC(N(C)C)=O>[C:20]([O:24][C:25]([N:27]1[CH2:32][CH2:31][CH:30]([CH2:33][CH2:34][O:19][C:14]2[CH:15]=[CH:16][CH:17]=[CH:18][C:13]=2[CH2:12][CH2:11][C:7]2[CH:8]=[CH:9][CH:10]=[C:5]([O:4][CH2:3][O:2][CH3:1])[CH:6]=2)[CH2:29][CH2:28]1)=[O:26])([CH3:23])([CH3:22])[CH3:21] |f:2.3|. Procedure details: Following a procedure similar to that described in Example: 40(a), 1.58 g of 2-[2-(3-methoxymethoxyphenyl)ethyl]phenol, 2.34 g of 1-t-butoxycarbonyl-4-[2-(p-toluenesulfonyloxy) ethyl]piperidine and 0.686 g of potassium t-butoxide were reacted in 10 ml of dimethylacetamide. The mixture was then worked up as described in Example 40(a), and the crude product thus obtained was purified by column chromatography through silica gel, using a 4:1 by volume mixture of hexane and ethyl acetate as the eluen... Reactants: [H-].[Na+] (sodium hydride), BrCC1=CC=C(C=C1)C(C(=O)[O-])C1CCCC1 (4-bromomethylphenyl-2-cyclopentylacetate), C(CCC)C=1NC(=C(N1)Cl)C=O (2-butyl-5-formyl-4-chloroimidazole). The solvent is CN(C)C=O (DMF), CN(C)C=O (DMF), CN(C)C=O (DMF). Reaction conditions: temperature 0 celsius, time 15 minute. Yields the product C(CCC)C=1N(C(=C(N1)Cl)C=O)CC1=CC=C(C=C1)C(C(=O)OC(C)(C)C)C1CCCC1 (tert-Butyl 2-[4-(2-butyl-4-chloro-5-formyl-imidazol-1-yl-methyl)phenyl]-2-cyclopentyl-acetate). Reaction SMILES: [H-].[Na+].[CH2:3]([C:7]1[NH:8][C:9]([CH:13]=[O:14])=[C:10]([Cl:12])[N:11]=1)[CH2:4][CH2:5][CH3:6].Br[CH2:16][C:17]1[CH:22]=[CH:21][C:20]([CH:23]([CH:27]2[CH2:31][CH2:30][CH2:29][CH2:28]2)[C:24]([O-:26])=[O:25])=[CH:19][CH:18]=1>CN(C=O)C>[CH2:3]([C:7]1[N:8]([CH2:16][C:17]2[CH:22]=[CH:21][C:20]([CH:23]([CH:27]3[CH2:31][CH2:30][CH2:29][CH2:28]3)[C:24]([O:26][C:17]([CH3:22])([CH3:18])[CH3:16])=[O:25])=[CH:19][CH:18]=2)[C:9]([CH:13]=[O:14])=[C:10]([Cl:12])[N:11]=1)[CH2:4][CH2:5][CH3:6] |f:0.1|. Procedure details: 1.6 g (0.053 mol) of sodium hydride (80% strength) are suspended in 50 ml of DMF under protective gas, 10 g (0.053 mol) of 2-butyl-5-formyl-4-chloroimidazole (preparation according to EP 324,377) in 100 ml of DMF are added dropwise at 0° C., the mixture is then stirred at 0° C. for 15 min and 18.9 g (0.053 mol) of tert-butyl 2-(4-bromomethylphenyl-2-cyclopentylacetate in 100 ml of DMF are added dropwise. The mixture is stirred at 0° C. for 2 h, the solvent is evaporated, the residue is taken up ... Starting materials: CCCc1ccc(CCBr)cc1, CCCc1ccc(CCO)cc1, CCCCCC1CCC(C2CCC(CC=O)CC2)CC1, C1CCOC1, CC(C)(C)[O-], [K+], c1ccc(P(c2ccccc2)c2ccccc2)cc1, Cc1ccccc1C. The product is CCCCCC1CCC(C2CCC(CCC=Cc3ccc(CCC)cc3)CC2)CC1. As a reaction SMILES: [CH2:20]([CH2:21][CH3:22])[c:23]1[cH:24][cH:25][c:26]([CH2:27][CH2:28][Br:29])[cH:30][cH:31]1.[CH2:32]([c:33]1[cH:34][cH:35][c:36]([CH2:37][CH2:38][OH:39])[cH:40][cH:41]1)[CH2:42][CH3:43].[CH2:50]([CH2:51][CH2:52][CH2:53][CH3:54])[CH:55]1[CH2:56][CH2:57][CH:58]([CH:61]2[CH2:62][CH2:63][CH:64]([CH2:67][CH:68]=[O:69])[CH2:65][CH2:66]2)[CH2:59][CH2:60]1.[CH2:70]1[O:71][CH2:72][CH2:73][CH2:74]1.[CH3:44][C:45]([CH3:46])([O-:47])[CH3:48].[K+:49].[c:1]1([P:2]([c:3]2[cH:4][cH:5][cH:6][cH:7][cH:8]2)[c:9]2[cH:10][cH:11][cH:12][cH:13][cH:14]2)[cH:15][cH:16][cH:17][cH:18][cH:19]1.[c:75]1([CH3:76])[c:77]([CH3:78])[cH:79][cH:80][cH:81][cH:82]1>>[CH2:20]([CH2:21][CH3:22])[c:23]1[cH:24][cH:25][c:26]([CH:27]=[CH:28][CH2:68][CH2:67][CH:64]2[CH2:63][CH2:62][CH:61]([CH:58]3[CH2:57][CH2:56][CH:55]([CH2:50][CH2:51][CH2:52][CH2:53][CH3:54])[CH2:60][CH2:59]3)[CH2:66][CH2:65]2)[cH:30][cH:31]1. Reactants: [Ba+2], COCCOC, O=C(O)C(F)(F)F, C=CCCCc1ccc(C(F)(F)F)cc1CNCC(O)C(Cc1cc(F)cc(F)c1)NC(=O)OCc1ccccc1, [OH-], [OH-], O, O. Product: C=CCCCc1ccc(C(F)(F)F)cc1CNCC(O)C(N)Cc1cc(F)cc(F)c1. Reaction SMILES: [Ba+2:51].[CH3:53][O:54][CH2:55][CH2:56][O:57][CH3:58].[F:1][C:2]([F:3])([F:4])[C:5]([OH:6])=[O:7].[F:8][c:9]1[cH:10][c:11]([CH2:16][CH:17]([CH:18]([CH2:19][NH:20][CH2:21][c:22]2[c:23]([CH2:32][CH2:33][CH2:34][CH:35]=[CH2:36])[cH:24][cH:25][c:26]([C:28]([F:29])([F:30])[F:31])[cH:27]2)[OH:37])[NH:38][C:39](=[O:40])[O:41][CH2:42][c:43]2[cH:44][cH:45][cH:46][cH:47][cH:48]2)[cH:12][c:13]([F:15])[cH:14]1.[OH-:50].[OH-:52].[OH2:49].[OH2:59]>>[F:8][c:9]1[cH:10][c:11]([CH2:16][CH:17]([CH:18]([CH2:19][NH:20][CH2:21][c:22]2[c:23]([CH2:32][CH2:33][CH2:34][CH:35]=[CH2:36])[cH:24][cH:25][c:26]([C:28]([F:29])([F:30])[F:31])[cH:27]2)[OH:37])[NH2:38])[cH:12][c:13]([F:15])[cH:14]1. Reactants: CCc1ccccc1-c1cc(SC)ccc1OCc1ccc(C(=O)OC)cc1, ClCCl, O=C(OO)c1cccc(Cl)c1. Product: CCc1ccccc1-c1cc(S(C)=O)ccc1OCc1ccc(C(=O)OC)cc1. As a reaction SMILES: [CH3:1][S:2][c:3]1[cH:4][c:5](-[c:21]2[c:22]([CH2:23][CH3:24])[cH:25][cH:26][cH:27][cH:28]2)[c:6]([O:7][CH2:8][c:9]2[cH:10][cH:11][c:12]([C:13](=[O:14])[O:15][CH3:16])[cH:17][cH:18]2)[cH:19][cH:20]1.[Cl:40][CH2:41][Cl:42].[OH:29][O:30][C:31]([c:32]1[cH:33][c:34]([Cl:35])[cH:36][cH:37][cH:38]1)=[O:39]>>[CH3:1][S:2]([c:3]1[cH:4][c:5](-[c:21]2[c:22]([CH2:23][CH3:24])[cH:25][cH:26][cH:27][cH:28]2)[c:6]([O:7][CH2:8][c:9]2[cH:10][cH:11][c:12]([C:13](=[O:14])[O:15][CH3:16])[cH:17][cH:18]2)[cH:19][cH:20]1)=[O:29].